This data is from the Open Reaction Database (ORD), a public repository of structured organic reaction records. The task is: describe an organic reaction: reactants, conditions, products, and yield Reactants: O=[Ag-], COC(=O)c1ccc(CBr)c(OC)c1, CCOC(C)=O, CN(CC1CCCC1)C(=O)c1ccc2c(ccn2C)c1, C1COCCO1. Product: COC(=O)c1ccc(Cc2cn(C)c3ccc(C(=O)N(C)CC4CCCC4)cc23)c(OC)c1. RXN SMILES: [Ag-:47]=[O:48].[Br:21][CH2:22][c:23]1[c:24]([O:33][CH3:34])[cH:25][c:26]([C:27](=[O:28])[O:29][CH3:30])[cH:31][cH:32]1.[CH3:41][CH2:42][O:43][C:44](=[O:45])[CH3:46].[CH:1]1([CH2:6][N:7]([C:8](=[O:9])[c:10]2[cH:11][c:12]3[cH:13][cH:14][n:15]([CH3:19])[c:16]3[cH:17][cH:18]2)[CH3:20])[CH2:2][CH2:3][CH2:4][CH2:5]1.[O:35]1[CH2:36][CH2:37][O:38][CH2:39][CH2:40]1>>[CH:1]1([CH2:6][N:7]([C:8](=[O:9])[c:10]2[cH:11][c:12]3[c:13]([CH2:22][c:23]4[c:24]([O:33][CH3:34])[cH:25][c:26]([C:27](=[O:28])[O:29][CH3:30])[cH:31][cH:32]4)[cH:14][n:15]([CH3:19])[c:16]3[cH:17][cH:18]2)[CH3:20])[CH2:2][CH2:3][CH2:4][CH2:5]1. Starting materials: C1(=CC=CC=C1)CCCCCCN (6-phenylhexylamine), C1CCC(CC1)N=C=NC2CCCCC2 (DCC), OC1=CC=CC=2NN=NC21 (hydroxybenzotriazole), COC1=CC=C(C=C1)SC1CC(N1CC(=O)O)=O ((4-(4-methoxyphenylthio)-2-oxoazetidin-1-yl)acetic acid). Solvent: CN(C)C=O (DMF), C(C)(=O)OCC (Ethyl acetate). Run at time 2 hour. Product: C1(=CC=CC=C1)CCCCCCNC(CN1C(CC1SC1=CC=C(C=C1)OC)=O)=O (N-(6-phenylhexyl)-(4-(4-methoxyphenylthio)-2-oxoazetidin-1-yl)acetamide). The yield is 77.0%. As a reaction SMILES: [C:1]1([CH2:7][CH2:8][CH2:9][CH2:10][CH2:11][CH2:12][NH2:13])[CH:6]=[CH:5][CH:4]=[CH:3][CH:2]=1.C1CCC(N=C=NC2CCCCC2)CC1.OC1C2N=NNC=2C=CC=1.[CH3:39][O:40][C:41]1[CH:46]=[CH:45][C:44]([S:47][CH:48]2[N:51]([CH2:52][C:53](O)=[O:54])[C:50](=[O:56])[CH2:49]2)=[CH:43][CH:42]=1>CN(C=O)C.C(OCC)(=O)C>[C:1]1([CH2:7][CH2:8][CH2:9][CH2:10][CH2:11][CH2:12][NH:13][C:53](=[O:54])[CH2:52][N:51]2[CH:48]([S:47][C:44]3[CH:45]=[CH:46][C:41]([O:40][CH3:39])=[CH:42][CH:43]=3)[CH2:49][C:50]2=[O:56])[CH:6]=[CH:5][CH:4]=[CH:3][CH:2]=1. Procedure details: A solution of 6-phenylhexylamine (Morse M. A. et al., Cancer Research, 1991, 1846), (1.4 g, 8 mmol) in DMF (50 ml) was added to DCC (1.6 g, 8 mmol), hydroxybenzotriazole (1.0 g, 8 mmol) and (4-(4-methoxyphenylthio)-2-oxoazetidin-1-yl)acetic acid (2.1 g, 8 mmol) and the mixture stirred for 2 hours at room temperature. Ethyl acetate (250 ml) was added, the precipitate filtered, the filtrate washed with dil NaHCO3, water (x2), dried (MgSO4) and evaporated to an oil which was purified by flash chrom... Starting materials: N(N)C1=CC(NC(N1CC(C)C)=O)=O (6-hydrazino-1-isobutylpyrimidine-2,4(1H,3H)-dione), ClC=1C=C2C(=CC=NC2=CC1)C=O (6-chloroquinoline-4-carbaldehyde), CN1C(=NN=C1)C=O (4-methyl-4H-1,2,4-triazole-3-carbaldehyde). The product is ClC=1C=C2C(=CC=NC2=CC1)CN1N=C2N(C(NC(C2=C1C1=NN=CN1C)=O)=O)CC(C)C (2-[(6-chloroquinolin-4-yl)methyl]-7-isobutyl-3-(4-methyl-4H-1,2,4-triazol-3-yl)-2H-pyrazolo[3,4-d]pyrimidine-4,6(5H,7H)-dione). As a reaction SMILES: [NH:1]([C:3]1[N:8]([CH2:9][CH:10]([CH3:12])[CH3:11])[C:7](=[O:13])[NH:6][C:5](=[O:14])[CH:4]=1)[NH2:2].[Cl:15][C:16]1[CH:17]=[C:18]2[C:23](=[CH:24][CH:25]=1)[N:22]=[CH:21][CH:20]=[C:19]2[CH:26]=O.[CH3:28][N:29]1[CH:33]=[N:32][N:31]=[C:30]1[CH:34]=O>>[Cl:15][C:16]1[CH:17]=[C:18]2[C:23](=[CH:24][CH:25]=1)[N:22]=[CH:21][CH:20]=[C:19]2[CH2:26][N:2]1[C:34]([C:30]2[N:29]([CH3:28])[CH:33]=[N:32][N:31]=2)=[C:4]2[C:3]([N:8]([CH2:9][CH:10]([CH3:11])[CH3:12])[C:7](=[O:13])[NH:6][C:5]2=[O:14])=[N:1]1. Reported procedure: This compound was made following the procedure described above, starting with 6-hydrazino-1-isobutylpyrimidine-2,4(1H,3H)-dione, and condensing first with 6-chloroquinoline-4-carbaldehyde, followed by 4-methyl-4H-1,2,4-triazole-3-carbaldehyde. 460.2 (M+H). Starting materials: S(O)(O)(=O)=O (Sulfuric acid), C1(CCCCC1)P(C1CCC(CC1)C1=CC=CC=C1)C1CCCCC1 (dicyclohexyl(4-phenylcyclohexyl)phosphine). Run in O (water). Conditions: time 3 hour. The product is C1(CCCCC1)P(C1CCC(CC1)C1=CC=C(C=C1)S(=O)(=O)O)C1CCCCC1 (4-[4-(dicyclohexylphosphino)cyclohexyl]benzenesulfonic acid). The yield is 82.0%. RXN SMILES: [S:1](=[O:5])(=O)([OH:3])[OH:2].[CH:6]1([P:12]([CH:25]2[CH2:30][CH2:29][CH2:28][CH2:27][CH2:26]2)[CH:13]2[CH2:18][CH2:17][CH:16]([C:19]3[CH:24]=[CH:23][CH:22]=[CH:21][CH:20]=3)[CH2:15][CH2:14]2)[CH2:11][CH2:10][CH2:9][CH2:8][CH2:7]1>O>[CH:25]1([P:12]([CH:6]2[CH2:7][CH2:8][CH2:9][CH2:10][CH2:11]2)[CH:13]2[CH2:14][CH2:15][CH:16]([C:19]3[CH:20]=[CH:21][C:22]([S:1]([OH:3])(=[O:5])=[O:2])=[CH:23][CH:24]=3)[CH2:17][CH2:18]2)[CH2:26][CH2:27][CH2:28][CH2:29][CH2:30]1. Reported procedure: Sulfuric acid (96 percent, 200 mL) is added slowly under nitrogen to dicyclohexyl(4-phenylcyclohexyl)phosphine (25 g; 70.2 mol), prepared above, at −70° C. The mixture is warmed to room temperature and stirred for 3 hrs. The reaction mixture is added carefully to 2 L of water purged with nitrogen and cooled to about +5° C. The water solution is extracted 4 times with methylene chloride (250 mL each, four times). The solid present initially in the water solution disappears during the course of ex... The reactants are [Br-], CN(C)C=O, Cc1ccccc1, CCCC[N+](CCCC)(CCCC)CCCC, FC(F)Cl, [Na+], O=c1ccc2ncc(O)cc2n1CC1OCCO1, [OH-], O. Product: O=c1ccc2ncc(OC(F)F)cc2n1CC1OCCO1. Reaction SMILES: [Br-:37].[CH3:21][N:22]([CH3:23])[CH:24]=[O:25].[CH3:30][c:31]1[cH:32][cH:33][cH:34][cH:35][cH:36]1.[CH3:38][CH2:39][CH2:40][CH2:41][N+:42]([CH2:43][CH2:44][CH2:45][CH3:46])([CH2:47][CH2:48][CH2:49][CH3:50])[CH2:51][CH2:52][CH2:53][CH3:54].[Cl:26][CH:27]([F:28])[F:29].[Na+:20].[O:1]1[CH:2]([CH2:6][n:7]2[c:8](=[O:18])[cH:9][cH:10][c:11]3[n:12][cH:13][c:14]([OH:17])[cH:15][c:16]23)[O:3][CH2:4][CH2:5]1.[OH-:19].[OH2:55]>>[O:1]1[CH:2]([CH2:6][n:7]2[c:8](=[O:18])[cH:9][cH:10][c:11]3[n:12][cH:13][c:14]([O:17][CH:27]([F:28])[F:29])[cH:15][c:16]23)[O:3][CH2:4][CH2:5]1. Starting materials: CCCCc1nn(-c2ccccc2C(F)(F)F)c(=O)n1Cc1ccc(C(=O)OC)cc1, C1CCOC1, CO, [Na+], [OH-]. The product is CCCCc1nn(-c2ccccc2C(F)(F)F)c(=O)n1Cc1ccc(C(=O)O)cc1. Reaction SMILES: [CH2:1]([CH2:2][CH2:3][CH3:4])[c:5]1[n:6]([CH2:21][c:22]2[cH:23][cH:24][c:25]([C:28](=[O:29])[O:30][CH3:31])[cH:26][cH:27]2)[c:7](=[O:20])[n:8](-[c:10]2[c:11]([C:16]([F:17])([F:18])[F:19])[cH:12][cH:13][cH:14][cH:15]2)[n:9]1.[CH2:34]1[O:35][CH2:36][CH2:37][CH2:38]1.[CH3:39][OH:40].[Na+:33].[OH-:32]>>[CH2:1]([CH2:2][CH2:3][CH3:4])[c:5]1[n:6]([CH2:21][c:22]2[cH:23][cH:24][c:25]([C:28](=[O:29])[OH:30])[cH:26][cH:27]2)[c:7](=[O:20])[n:8](-[c:10]2[c:11]([C:16]([F:17])([F:18])[F:19])[cH:12][cH:13][cH:14][cH:15]2)[n:9]1. Reactants: ClCCCl, CO, O=C(O)Cn1c(Cl)cnc(NC2COCC2OCC2CC2)c1=O, CCN(C(C)C)C(C)C, Cl, Cl, Cl, NCc1cnc2[nH]cc(Cl)c2c1, CN(C)C=O, On1nnc2ccccc21. Product: O=C(Cn1c(Cl)cnc(NC2COCC2OCC2CC2)c1=O)NCc1cnc2[nH]cc(Cl)c2c1. As a reaction SMILES: [CH2:57]([Cl:58])[CH2:59][Cl:60].[CH3:61][OH:62].[CH:1]1([CH2:4][O:5][CH:6]2[CH2:7][O:8][CH2:9][CH:10]2[NH:11][c:12]2[c:13](=[O:23])[n:14]([CH2:19][C:20](=[O:21])[OH:22])[c:15]([Cl:18])[cH:16][n:17]2)[CH2:2][CH2:3]1.[CH:48]([N:49]([CH2:50][CH3:51])[CH:52]([CH3:53])[CH3:54])([CH3:55])[CH3:56].[ClH:24].[ClH:25].[ClH:68].[NH2:26][CH2:27][c:28]1[cH:29][c:30]2[c:31]([Cl:37])[cH:32][nH:33][c:34]2[n:35][cH:36]1.[O:63]=[CH:64][N:65]([CH3:66])[CH3:67].[OH:38][n:39]1[c:40]2[c:41]([cH:42][cH:43][cH:44][cH:45]2)[n:46][n:47]1>>[CH:1]1([CH2:4][O:5][CH:6]2[CH2:7][O:8][CH2:9][CH:10]2[NH:11][c:12]2[c:13](=[O:23])[n:14]([CH2:19][C:20](=[O:22])[NH:26][CH2:27][c:28]3[cH:29][c:30]4[c:31]([Cl:37])[cH:32][nH:33][c:34]4[n:35][cH:36]3)[c:15]([Cl:18])[cH:16][n:17]2)[CH2:2][CH2:3]1. The reactants are C=CCN=C=S, CCOC(C)=O, Nc1cc(Cl)ccc1S(N)(=O)=O. Product: C=CCNC1=NS(=O)(=O)c2ccc(Cl)cc2N1. Reaction SMILES: [CH2:13]([CH:14]=[CH2:15])[N:16]=[C:17]=[S:18].[CH3:19][CH2:20][O:21][C:22](=[O:23])[CH3:24].[NH2:1][c:2]1[c:3]([S:9](=[O:10])(=[O:11])[NH2:12])[cH:4][cH:5][c:6]([Cl:8])[cH:7]1>>[NH:1]1[c:2]2[c:3]([cH:4][cH:5][c:6]([Cl:8])[cH:7]2)[S:9](=[O:10])(=[O:11])[N:12]=[C:17]1[NH:16][CH2:13][CH:14]=[CH2:15]. Starting materials: NCC1=CC=C(C=C1)S(=O)(=O)C1=CC=C(S1)S(=O)(=O)N (5-[4-aminomethylphenylsulfonyl]thiophene-2-sulfonamide), C(CC)=O (propionaldehyde). Reagents/catalysts: [Pt]=O (Platinum oxide). Run in C(C)O (ethanol). Reaction conditions: time 2 hour. Product: C(CC)NCC1=CC=C(C=C1)S(=O)(=O)C1=CC=C(S1)S(=O)(=O)N (5-[4-n-Propylaminomethylphenylsulfonyl]thiophene-2-sulfonamide). RXN SMILES: [NH2:1][CH2:2][C:3]1[CH:8]=[CH:7][C:6]([S:9]([C:12]2[S:16][C:15]([S:17]([NH2:20])(=[O:19])=[O:18])=[CH:14][CH:13]=2)(=[O:11])=[O:10])=[CH:5][CH:4]=1.[CH:21](=O)[CH2:22][CH3:23]>C(O)C.[Pt]=O>[CH2:21]([NH:1][CH2:2][C:3]1[CH:8]=[CH:7][C:6]([S:9]([C:12]2[S:16][C:15]([S:17]([NH2:20])(=[O:18])=[O:19])=[CH:14][CH:13]=2)(=[O:10])=[O:11])=[CH:5][CH:4]=1)[CH2:22][CH3:23]. Procedure details: 5-[4-aminomethylphenylsulfonyl]thiophene-2-sulfonamide (1.9 g, 5.15 mmol) and propionaldehyde (0.314 g, 5.40 mmol) were dissolved in ethanol (75 ml). Platinum oxide (300 mg) was added and the mixture was hydrogenated in a Parr apparatus at about 65 psi (96 Nm-2) for about 2 hours. The mixture was filtered through a filter aid and evaporated to dryness. The residual oil was chromatographed (50 mm×5 in, 230-400 mesh silica gel; chloroform methanol, 9 to 1 respectively) and the appropriate fraction...